This data is from the Open Reaction Database (ORD), a public repository of structured organic reaction records. The task is: describe an organic reaction: reactants, conditions, products, and yield Yields the product COc1cc(C)c(C=O)c(OC)c1OC. As a reaction SMILES: [Al+3:15].[CH2:23]([Cl:24])[Cl:25].[CH3:18][O:19][CH:20]([Cl:21])[Cl:22].[CH3:1][O:2][c:3]1[cH:4][c:5]([CH3:13])[cH:6][c:7]([O:11][CH3:12])[c:8]1[O:9][CH3:10].[Cl-:14].[Cl-:16].[Cl-:17]>>[CH3:1][O:2][c:3]1[cH:4][c:5]([CH3:13])[c:6]([CH:18]=[O:19])[c:7]([O:11][CH3:12])[c:8]1[O:9][CH3:10]. Reactants: [Al+3], ClCCl, COC(Cl)Cl, COc1cc(C)cc(OC)c1OC, [Cl-], [Cl-], [Cl-]. The reactants are CS(C)=O, CCCCC(C(=O)c1ccccc1)C(C(=O)OC)C(=O)OC, [Cl-], [Na+], O. RXN SMILES: [CH3:26][S:27]([CH3:28])=[O:29].[CH3:4][O:5][C:6]([CH:7]([C:8]([O:9][CH3:10])=[O:11])[CH:12]([CH2:13][CH2:14][CH2:15][CH3:16])[C:17]([c:18]1[cH:19][cH:20][cH:21][cH:22][cH:23]1)=[O:24])=[O:25].[Cl-:2].[Na+:3].[OH2:1]>>[CH3:4][O:5][C:6]([CH2:7][CH:12]([CH2:13][CH2:14][CH2:15][CH3:16])[C:17]([c:18]1[cH:19][cH:20][cH:21][cH:22][cH:23]1)=[O:24])=[O:25]. Yields the product CCCCC(CC(=O)OC)C(=O)c1ccccc1. Reactants: [BH3-]C#N, CC(C)(C)[Si](C)(C)OCC=O, O=C([O-])O, CO, NC1Cc2ccc([N+](=O)[O-])cc2C1, [Na+], [Na+], O=S(=O)(O)O. The product is CC(C)(C)[Si](C)(C)OCCNC1Cc2ccc([N+](=O)[O-])cc2C1. Reaction SMILES: [C:1]([BH3-:2])#[N:3].[C:23]([CH3:24])([CH3:25])([CH3:26])[Si:27]([O:28][CH2:29][CH:30]=[O:31])([CH3:32])[CH3:33].[C:34](=[O:35])([OH:36])[O-:37].[CH3:39][OH:40].[N+:10](=[O:11])([O-:12])[c:13]1[cH:14][c:15]2[c:19]([cH:20][cH:21]1)[CH2:18][CH:17]([NH2:22])[CH2:16]2.[Na+:38].[Na+:4].[S:5]([OH:6])([OH:7])(=[O:8])=[O:9]>>[N+:10](=[O:11])([O-:12])[c:13]1[cH:14][c:15]2[c:19]([cH:20][cH:21]1)[CH2:18][CH:17]([NH:22][CH2:30][CH2:29][O:28][Si:27]([C:23]([CH3:24])([CH3:25])[CH3:26])([CH3:32])[CH3:33])[CH2:16]2. Reactants: [BH4-], CC(=O)c1ccc2c(c1)N(CCN1CCC(NCc3ccc4c(n3)NC(=O)CO4)CC1)C(=O)CO2, CO, [Na+]. Product: CC(O)c1ccc2c(c1)N(CCN1CCC(NCc3ccc4c(n3)NC(=O)CO4)CC1)C(=O)CO2. RXN SMILES: [BH4-:36].[C:1]([CH3:2])(=[O:3])[c:4]1[cH:5][cH:6][c:7]2[c:8]([cH:35]1)[N:9]([CH2:14][CH2:15][N:16]1[CH2:17][CH2:18][CH:19]([NH:22][CH2:23][c:24]3[cH:25][cH:26][c:27]4[c:32]([n:33]3)[NH:31][C:30](=[O:34])[CH2:29][O:28]4)[CH2:20][CH2:21]1)[C:10](=[O:13])[CH2:11][O:12]2.[CH3:38][OH:39].[Na+:37]>>[CH:1]([CH3:2])([OH:3])[c:4]1[cH:5][cH:6][c:7]2[c:8]([cH:35]1)[N:9]([CH2:14][CH2:15][N:16]1[CH2:17][CH2:18][CH:19]([NH:22][CH2:23][c:24]3[cH:25][cH:26][c:27]4[c:32]([n:33]3)[NH:31][C:30](=[O:34])[CH2:29][O:28]4)[CH2:20][CH2:21]1)[C:10](=[O:13])[CH2:11][O:12]2. Reactants: O1C(CCCC1)OC\C=C\C(COC1=CC=C(C=C1)F)O (1-(2-tetrahydropyranyloxy)-4-hydroxy-5-(4-fluorophenoxy)-trans-2-pentene), C(C)(=O)OC(C)=O (acetic anhydride), N1=CC=CC=C1 (pyridine). The solvent is CCOCC (ether). Reaction conditions: time 4 hour. Product: O1C(CCCC1)OC\C=C\C(COC1=CC=C(C=C1)F)OC(C)=O (1-(2-Tetrahydropyranyloxy)-4-acetoxy-5-(4-fluorophenoxy)-trans-2-pentene). As a reaction SMILES: [O:1]1[CH2:6][CH2:5][CH2:4][CH2:3][CH:2]1[O:7][CH2:8]/[CH:9]=[CH:10]/[CH:11]([OH:21])[CH2:12][O:13][C:14]1[CH:19]=[CH:18][C:17]([F:20])=[CH:16][CH:15]=1.[C:22](OC(=O)C)(=[O:24])[CH3:23].N1C=CC=CC=1>CCOCC>[O:1]1[CH2:6][CH2:5][CH2:4][CH2:3][CH:2]1[O:7][CH2:8]/[CH:9]=[CH:10]/[CH:11]([O:21][C:22](=[O:24])[CH3:23])[CH2:12][O:13][C:14]1[CH:15]=[CH:16][C:17]([F:20])=[CH:18][CH:19]=1. Reported procedure: A mixture of 1-(2-tetrahydropyranyloxy)-4-hydroxy-5-(4-fluorophenoxy)-trans-2-pentene (23.6 g., 0.08 mole), acetic anhydride (9.2 g., 0.09 mole), and pyridine (7.9 g., 0.1 mole) is heated at 55°-60° for 4 hours and then at 95° for an additional 4 hours. The solution is cooled, diluted with ether and washed with ice-cold saturated sodium carbonate solution, ice water (3 x) and brine, and dried over sodium sulfate. Removal of solvent under vacuum leaves the title compound as a residual orange oil. Reactants: CC(C)[O-].CC(C)[O-].CC(C)[O-].CC(C)[O-].[Ti+4] (tetraisopropyl titanate), C(O)C(CC)(CO)CO (trimethylolpropane), C(CCCCCCCCCCCCCCCCC)O (stearyl alcohol), C(CCC)O (butanol). Yields the product C(O)C(CC)(CO)CO.C(CCC)O.[Ti] (trimethylolpropane butyl alcohol titanate). Reaction SMILES: CC([O-])C.CC([O-])C.CC([O-])C.CC([O-])C.[Ti+4:17].[CH2:18]([C:20]([CH2:25][OH:26])([CH2:23][OH:24])[CH2:21][CH3:22])[OH:19].[CH2:27]([OH:45])[CH2:28][CH2:29][CH2:30]CCCCCCCCCCCCCC.C(O)CCC>>[CH2:18]([C:20]([CH2:25][OH:26])([CH2:23][OH:24])[CH2:21][CH3:22])[OH:19].[CH2:27]([OH:45])[CH2:28][CH2:29][CH3:30].[Ti:17] |f:0.1.2.3.4,8.9.10|. Procedure: A liquid mixture of 28.4 g (0.1 mole) of tetraisopropyl titanate, 4.5 g (0.033 mole) of trimethylolpropane, 0.1 g (0.0004 mole) of stearyl alcohol and an excess amount, i.e., 100 g (1.37 moles) of butanol was heated under reflux to dissolve the solid substance completely. The resultant isopropyl alcohol and butanol were then distilled off to obtain trimethylolpropane-butyl alcohol-titanate (polyol titanate). The polyol titanate was then cooled by ice, followed by an addition of butanol which con... Starting materials: FC(F)(F)CCCBr, CN(C)C=O, C=CCn1c(Cl)nc2[nH]c(=O)[nH]c(=O)c21, [Na+], [Na+], O=C([O-])[O-]. Yields the product C=CCn1c(Cl)nc2c1c(=O)[nH]c(=O)n2CCCC(F)(F)F. Reaction SMILES: [Br:22][CH2:23][CH2:24][CH2:25][C:26]([F:27])([F:28])[F:29].[CH3:30][N:31]([CH3:32])[CH:33]=[O:34].[Cl:1][c:2]1[n:3][c:4]2[nH:5][c:6](=[O:15])[nH:7][c:8](=[O:14])[c:9]2[n:10]1[CH2:11][CH:12]=[CH2:13].[Na+:16].[Na+:17].[O-:18][C:19](=[O:20])[O-:21]>>[Cl:1][c:2]1[n:3][c:4]2[n:5]([CH2:23][CH2:24][CH2:25][C:26]([F:27])([F:28])[F:29])[c:6](=[O:15])[nH:7][c:8](=[O:14])[c:9]2[n:10]1[CH2:11][CH:12]=[CH2:13].